From a dataset of the Open Reaction Database (ORD), a public repository of structured organic reaction records. describe an organic reaction: reactants, conditions, products, and yield Starting materials: CCC(C)(C)O, Cc1cc[n+]([O-])c(Cl)c1, ClCCl, NCCCO, [Na+], O=C([O-])O. Yields the product Cc1cc[n+]([O-])c(NCCCO)c1. As a reaction SMILES: [C:20]([OH:21])([CH2:22][CH3:23])([CH3:24])[CH3:25].[Cl:1][c:2]1[n+:3]([O-:9])[cH:4][cH:5][c:6]([CH3:8])[cH:7]1.[Cl:26][CH2:27][Cl:28].[NH2:10][CH2:11][CH2:12][CH2:13][OH:14].[Na+:19].[O-:15][C:16]([OH:17])=[O:18]>>[c:2]1([NH:10][CH2:11][CH2:12][CH2:13][OH:14])[n+:3]([O-:9])[cH:4][cH:5][c:6]([CH3:8])[cH:7]1.